From a dataset of the Open Reaction Database (ORD), a public repository of structured organic reaction records. describe an organic reaction: reactants, conditions, products, and yield Starting materials: [H][H] (hydrogen), 117, COCC1N(CCN(C1)CC1=CC=CC=C1)CC1=CC=CC=C1 (2-(methoxymethyl)-1,4-bis(phenylmethyl)piperazine). The reagents and catalysts are [Pd] (palladium-on-charcoal). Run in CO (methanol). Yields the product 38.6, COCC1NCCNC1 (2-(methoxymethyl)piperazine). The yield is 78.8%. RXN SMILES: [CH3:1][O:2][CH2:3][CH:4]1[CH2:9][N:8](CC2C=CC=CC=2)[CH2:7][CH2:6][N:5]1CC1C=CC=CC=1.[H][H]>[Pd].CO>[CH3:1][O:2][CH2:3][CH:4]1[CH2:9][NH:8][CH2:7][CH2:6][NH:5]1. Reported procedure: A mixture of 117 parts of 2-(methoxymethyl)-1,4-bis(phenylmethyl)piperazine and 400 parts of methanol was hydrogenated at normal pressure and at room temperature with 5 parts of palladium-on-charcoal catalyst 10%. After the calculated amount of hydrogen was taken up, the catalyst was filtered off and the filtrate was evaporated. The residue was distilled, yielding 38.6 parts (78.8%) of 2-(methoxymethyl)piperazine; bp. 75°-80° C. (intermediate 31). Starting materials: COc1cc(N2CCN(C(=O)CCl)C(C)C2)c(F)cc1Cl, O=c1[nH]c2ccc(Cl)cc2o1, [K+], [K+], O=C([O-])[O-], CN(C)C=O. The product is COc1cc(N2CCN(C(=O)Cn3c(=O)oc4cc(Cl)ccc43)C(C)C2)c(F)cc1Cl. Reaction SMILES: [Cl:1][CH2:2][C:3](=[O:4])[N:5]1[CH:6]([CH3:21])[CH2:7][N:8]([c:11]2[c:12]([F:20])[cH:13][c:14]([Cl:19])[c:15]([O:17][CH3:18])[cH:16]2)[CH2:9][CH2:10]1.[Cl:22][c:23]1[cH:24][c:25]2[c:26]([nH:27][c:28](=[O:30])[o:29]2)[cH:31][cH:32]1.[K+:33].[K+:34].[O-:35][C:36]([O-:37])=[O:38].[O:39]=[CH:40][N:41]([CH3:42])[CH3:43]>>[CH2:2]([C:3](=[O:4])[N:5]1[CH:6]([CH3:21])[CH2:7][N:8]([c:11]2[c:12]([F:20])[cH:13][c:14]([Cl:19])[c:15]([O:17][CH3:18])[cH:16]2)[CH2:9][CH2:10]1)[n:27]1[c:26]2[c:25]([cH:24][c:23]([Cl:22])[cH:32][cH:31]2)[o:29][c:28]1=[O:30].